From a dataset of the Open Reaction Database (ORD), a public repository of structured organic reaction records. describe an organic reaction: reactants, conditions, products, and yield The reactants are NCC1=NC(=C2N=CN(C2=N1)[C@@H]1O[C@@H]([C@H]([C@H]1O)O)CO)NCC(C1=CC=C(C=C1)C)C1=CC=C(C=C1)C ((2R,3R,4S,5R)-2-(2-(aminomethyl)-6-{[2,2-bis(4-methylphenyl)ethyl]amino}-9H-purin-9-yl)-5-(hydroxymethyl)tetrahydro-3,4-furandiol), C(C)(C)N(CCNC(=O)N1C=NC=C1)C(C)C (N-[2-(diisopropylamino)ethyl]-1H-imidazole-1-carboxamide). Product: CC1=CC=C(C=C1)C(CNC1=C2N=CN(C2=NC(=N1)CNC(=O)NCCN(C(C)C)C(C)C)[C@@H]1O[C@@H]([C@H]([C@H]1O)O)CO)C1=CC=C(C=C1)C (N-({6-{[2,2-Bis(4-methylphenyl)ethyl]amino}-9-[(2R,3R,4S,5R)-3,4-dihydroxy5-(hydroxymethyl)tetrahydro-2-furanyl]-9H-purin-2-yl}methyl)-N′-[2-(diisopropylamino)ethyl]urea). RXN SMILES: [NH2:1][CH2:2][C:3]1[N:11]=[C:10]2[C:6]([N:7]=[CH:8][N:9]2[C@H:12]2[C@H:16]([OH:17])[C@H:15]([OH:18])[C@@H:14]([CH2:19][OH:20])[O:13]2)=[C:5]([NH:21][CH2:22][CH:23]([C:31]2[CH:36]=[CH:35][C:34]([CH3:37])=[CH:33][CH:32]=2)[C:24]2[CH:29]=[CH:28][C:27]([CH3:30])=[CH:26][CH:25]=2)[N:4]=1.[CH:38]([N:41]([CH:52]([CH3:54])[CH3:53])[CH2:42][CH2:43][NH:44][C:45](N1C=CN=C1)=[O:46])([CH3:40])[CH3:39]>>[CH3:30][C:27]1[CH:28]=[CH:29][C:24]([CH:23]([C:31]2[CH:36]=[CH:35][C:34]([CH3:37])=[CH:33][CH:32]=2)[CH2:22][NH:21][C:5]2[N:4]=[C:3]([CH2:2][NH:1][C:45]([NH:44][CH2:43][CH2:42][N:41]([CH:52]([CH3:54])[CH3:53])[CH:38]([CH3:39])[CH3:40])=[O:46])[N:11]=[C:10]3[C:6]=2[N:7]=[CH:8][N:9]3[C@H:12]2[C@H:16]([OH:17])[C@H:15]([OH:18])[C@@H:14]([CH2:19][OH:20])[O:13]2)=[CH:25][CH:26]=1. Reported procedure: The title compound was prepared from (2R,3R,4S,5R)-2-(2-(aminomethyl)-6-{[2,2-bis(4-methylphenyl)ethyl]amino}-9H-purin-9-yl)-5-(hydroxymethyl)tetrahydro-3,4-furandiol (Preparation 60) and N-[2-(diisopropylamino)ethyl]-1H-imidazole-1-carboxamide (Preparation 27) using a similar procedure to that used in Example 36. Reactants: CCc1nc(C(=O)O)c(-c2ccccc2)o1, CC(F)(F)c1csc(Cn2ncc(N)n2)n1. Product: CCc1nc(C(=O)Nc2cnn(Cc3nc(C(C)(F)F)cs3)n2)c(-c2ccccc2)o1. RXN SMILES: [CH2:17]([CH3:18])[c:19]1[o:20][c:21](-[c:27]2[cH:28][cH:29][cH:30][cH:31][cH:32]2)[c:22]([C:24](=[O:25])[OH:26])[n:23]1.[F:1][C:2]([CH3:3])([F:4])[c:5]1[n:6][c:7]([CH2:10][n:11]2[n:12][cH:13][c:14]([NH2:16])[n:15]2)[s:8][cH:9]1>>[F:1][C:2]([CH3:3])([F:4])[c:5]1[n:6][c:7]([CH2:10][n:11]2[n:12][cH:13][c:14]([NH:16][C:24]([c:22]3[c:21](-[c:27]4[cH:28][cH:29][cH:30][cH:31][cH:32]4)[o:20][c:19]([CH2:17][CH3:18])[n:23]3)=[O:25])[n:15]2)[s:8][cH:9]1.